Task: describe an organic reaction: reactants, conditions, products, and yield. Dataset: the Open Reaction Database (ORD), a public repository of structured organic reaction records Reaction SMILES: [CH3:2][N:3]([CH3:4])[CH2:5][CH:6]1[C:7](=[O:15])[c:8]2[cH:9][cH:10][cH:11][cH:12][c:13]2[CH2:14]1.[ClH:1].[Na+:17].[O:18]1[CH2:19][CH2:20][CH2:21][CH2:22]1.[OH-:16]>>[CH3:2][N:3]([CH3:4])[CH2:5][CH:6]1[CH:7]([OH:15])[c:8]2[cH:9][cH:10][cH:11][cH:12][c:13]2[CH2:14]1. The reactants are CN(C)CC1Cc2ccccc2C1=O, Cl, [Na+], C1CCOC1, [OH-]. Yields the product CN(C)CC1Cc2ccccc2C1O. The reactants are CN(C(=O)OC(C)(C)C)C(Cc1ccc2ccccc2c1)C(=O)O, CCN(C(C)C)C(C)C, CCN=C=NCCCN(C)C, CNC(Cc1ccccc1)C(=O)NCC(F)(F)F, CN(C)C=O, CCOC(C)=O, ClCCl, Cl, On1nnc2cccnc21. The product is CN(C(=O)OC(C)(C)C)C(Cc1ccc2ccccc2c1)C(=O)N(C)C(Cc1ccccc1)C(=O)NCC(F)(F)F. As a reaction SMILES: [C:1]([CH3:2])([CH3:3])([CH3:4])[O:5][C:6](=[O:7])[N:8]([CH3:9])[CH:10]([C:11](=[O:12])[OH:13])[CH2:14][c:15]1[cH:16][c:17]2[cH:18][cH:19][cH:20][cH:21][c:22]2[cH:23][cH:24]1.[CH2:65]([N:66]([CH:67]([CH3:68])[CH3:69])[CH:70]([CH3:71])[CH3:72])[CH3:73].[CH3:36][N:37]([CH3:38])[CH2:39][CH2:40][CH2:41][N:42]=[C:43]=[N:44][CH2:45][CH3:46].[CH3:47][NH:48][CH:49]([C:50](=[O:51])[NH:52][CH2:53][C:54]([F:55])([F:56])[F:57])[CH2:58][c:59]1[cH:60][cH:61][cH:62][cH:63][cH:64]1.[CH3:74][N:75]([CH3:76])[CH:77]=[O:78].[CH3:82][CH2:83][O:84][C:85](=[O:86])[CH3:87].[Cl:79][CH2:80][Cl:81].[ClH:35].[OH:25][n:26]1[c:27]2[n:28][cH:29][cH:30][cH:31][c:32]2[n:33][n:34]1>>[C:1]([CH3:2])([CH3:3])([CH3:4])[O:5][C:6](=[O:7])[N:8]([CH3:9])[CH:10]([C:11](=[O:13])[N:48]([CH3:47])[CH:49]([C:50](=[O:51])[NH:52][CH2:53][C:54]([F:55])([F:56])[F:57])[CH2:58][c:59]1[cH:60][cH:61][cH:62][cH:63][cH:64]1)[CH2:14][c:15]1[cH:16][c:17]2[cH:18][cH:19][cH:20][cH:21][c:22]2[cH:23][cH:24]1. Yields the product [Cl-].[Zn+2].[Cl-].CN(CCN1CCN(CC1)C)C (Zinc(II)Chloride·1-[2-(Dimethylamino)ethyl]-4-methylpiperazine). As a reaction SMILES: [Cl-:1].[Zn+2:2].[Cl-].O1CCCC1.[CH3:9][N:10]([CH3:20])[CH2:11][CH2:12][N:13]1[CH2:18][CH2:17][N:16]([CH3:19])[CH2:15][CH2:14]1>>[Cl-:1].[Zn+2:2].[Cl-:1].[CH3:9][N:10]([CH3:20])[CH2:11][CH2:12][N:13]1[CH2:14][CH2:15][N:16]([CH3:19])[CH2:17][CH2:18]1 |f:0.1.2,5.6.7.8|. Reaction conditions: time 4 hour. Procedure: To a solution of zinc (II) chloride in tetrahydrofuran(0.5M, 300 mL, 150 mmol) was added dropwise 1-[2-(dimethylamino)ethyl]-4-methylpiperazine (38.54 g, 225 mmol) below 20° C. under nitrogen atmosphere. The slurry was stirred at room temperature for 4 hrs., and filtered under nitrogen flow. The cake was washed with dry tetrahydrofuran(100 mL), and dried at room temperature under reduced pressure overnight. The title compound (47.56 g, quantitative yield) was obtained as colorless crystals. mp: ... Starting materials: [Cl-].[Zn+2].[Cl-] (zinc (II) chloride), O1CCCC1 (tetrahydrofuran), CN(CCN1CCN(CC1)C)C (1-[2-(dimethylamino)ethyl]-4-methylpiperazine).